From a dataset of the Open Reaction Database (ORD), a public repository of structured organic reaction records. describe an organic reaction: reactants, conditions, products, and yield Starting materials: O=C([O-])O, c1ccc(C(=Nc2cccc(-c3nn4c(NC5CCCC5)cccc4c3-c3ccnc(NC4CCCC4)n3)c2)c2ccccc2)cc1, Cl, C1CCOC1. The product is Nc1cccc(-c2nn3c(NC4CCCC4)cccc3c2-c2ccnc(NC3CCCC3)n2)c1. Reaction SMILES: [C:49](=[O:50])([OH:51])[O-:52].[CH:1]1([NH:6][c:7]2[cH:8][cH:9][cH:10][c:11]3[n:12]2[n:13][c:14](-[c:28]2[cH:29][c:30]([N:34]=[C:35]([c:36]4[cH:37][cH:38][cH:39][cH:40][cH:41]4)[c:42]4[cH:43][cH:44][cH:45][cH:46][cH:47]4)[cH:31][cH:32][cH:33]2)[c:15]3-[c:16]2[n:17][c:18]([NH:22][CH:23]3[CH2:24][CH2:25][CH2:26][CH2:27]3)[n:19][cH:20][cH:21]2)[CH2:2][CH2:3][CH2:4][CH2:5]1.[ClH:48].[O:53]1[CH2:54][CH2:55][CH2:56][CH2:57]1>>[CH:1]1([NH:6][c:7]2[cH:8][cH:9][cH:10][c:11]3[n:12]2[n:13][c:14](-[c:28]2[cH:29][c:30]([NH2:34])[cH:31][cH:32][cH:33]2)[c:15]3-[c:16]2[n:17][c:18]([NH:22][CH:23]3[CH2:24][CH2:25][CH2:26][CH2:27]3)[n:19][cH:20][cH:21]2)[CH2:2][CH2:3][CH2:4][CH2:5]1. The reactants are CCOC(=O)CCCNc1ncnc2c(OC)c(OC)c(OC)cc12, Cl, [Na+], C1CCOC1, [OH-]. Yields the product COc1cc2c(NCCCC(=O)O)ncnc2c(OC)c1OC. RXN SMILES: [CH2:3]([CH3:4])[O:5][C:6](=[O:7])[CH2:8][CH2:9][CH2:10][NH:11][c:12]1[n:13][cH:14][n:15][c:16]2[c:17]([O:26][CH3:27])[c:18]([O:24][CH3:25])[c:19]([O:22][CH3:23])[cH:20][c:21]12.[ClH:28].[Na+:2].[O:29]1[CH2:30][CH2:31][CH2:32][CH2:33]1.[OH-:1]>>[O:5]=[C:6]([OH:7])[CH2:8][CH2:9][CH2:10][NH:11][c:12]1[n:13][cH:14][n:15][c:16]2[c:17]([O:26][CH3:27])[c:18]([O:24][CH3:25])[c:19]([O:22][CH3:23])[cH:20][c:21]12. Starting materials: CC=Cc1c(NC(=O)OCc2ccccc2)ccc2c1OC(COS(=O)(=O)c1ccc(C)cc1)CO2, C1CCOC1, O. The product is Cc1ccc(S(=O)(=O)OCC2COc3ccc(NC(=O)OCc4ccccc4)c(C=O)c3O2)cc1. Reaction SMILES: [CH3:1][c:2]1[cH:3][cH:4][c:5]([S:8](=[O:9])(=[O:10])[O:11][CH2:12][CH:13]2[CH2:14][O:15][c:16]3[c:17]([c:19]([CH:34]=[CH:35][CH3:36])[c:20]([NH:23][C:24](=[O:25])[O:26][CH2:27][c:28]4[cH:29][cH:30][cH:31][cH:32][cH:33]4)[cH:21][cH:22]3)[O:18]2)[cH:6][cH:7]1.[O:37]1[CH2:38][CH2:39][CH2:40][CH2:41]1.[OH2:42]>>[CH3:1][c:2]1[cH:3][cH:4][c:5]([S:8](=[O:9])(=[O:10])[O:11][CH2:12][CH:13]2[CH2:14][O:15][c:16]3[c:17]([c:19]([CH:34]=[O:37])[c:20]([NH:23][C:24](=[O:25])[O:26][CH2:27][c:28]4[cH:29][cH:30][cH:31][cH:32][cH:33]4)[cH:21][cH:22]3)[O:18]2)[cH:6][cH:7]1. Reactants: COC1=C(C=CC(=C1)OCC1=CC=CC=C1)C1=NC2=NC(=NC=C2N1)OCC1=CC=CC=C1 (8-(2-methoxy-4-benzyloxy-phenyl)-2-benzyloxypurine), [H][H] (hydrogen), O (water), [OH-].[Na+] (sodium hydroxide). The reagents and catalysts are [Pd] (palladium/charcoal). Run in C(C)O (ethanol). Product: COC1=C(C=CC(=C1)O)C1=NC=2NC(N=CC2N1)=O (8-(2-Methoxy-4-hydroxy-phenyl)-3H-purin-2-one). Reaction SMILES: [CH3:1][O:2][C:3]1[CH:8]=[C:7]([O:9]CC2C=CC=CC=2)[CH:6]=[CH:5][C:4]=1[C:17]1[NH:25][C:24]2[C:19](=[N:20][C:21]([O:26]CC3C=CC=CC=3)=[N:22][CH:23]=2)[N:18]=1.[H][H].[OH-].[Na+].O>C(O)C.[Pd]>[CH3:1][O:2][C:3]1[CH:8]=[C:7]([OH:9])[CH:6]=[CH:5][C:4]=1[C:17]1[NH:25][C:24]2[CH:23]=[N:22][C:21](=[O:26])[NH:20][C:19]=2[N:18]=1 |f:2.3|. Reported procedure: Three grams of 8-(2-methoxy-4-benzyloxy-phenyl)-2-benzyloxypurine are dissolved in 100 ml of ethanol and hydrogenated in the presence of 1 gm of 20% palladium/charcoal for two hours at 50° C. with hydrogen at 5 bar. The catalyst is filtered off and washed with hot ethanol. The filtrates are evaporated, and the residue is triturated with methylene chloride. The solid product obtained is stirred with 30 ml of 2N sodium hydroxide solution. The solution is filtered, and the filtrate is acidified wit... Starting materials: CC(C)CCON=O, CC#N, Cc1nc(N)sc1-c1ccc([N+](=O)[O-])cc1, Cl[Cu]Cl, Cl. Product: Cc1nc(Cl)sc1-c1ccc([N+](=O)[O-])cc1. Reaction SMILES: [CH3:1][CH:2]([CH2:3][CH2:4][O:5][N:6]=[O:7])[CH3:8].[CH3:26][C:27]#[N:28].[CH3:9][c:10]1[n:11][c:12]([NH2:24])[s:13][c:14]1-[c:15]1[cH:16][cH:17][c:18]([N+:21](=[O:22])[O-:23])[cH:19][cH:20]1.[Cl:29][Cu:30][Cl:31].[ClH:25]>>[CH3:9][c:10]1[n:11][c:12]([Cl:25])[s:13][c:14]1-[c:15]1[cH:16][cH:17][c:18]([N+:21](=[O:22])[O-:23])[cH:19][cH:20]1.